This data is from the Open Reaction Database (ORD), a public repository of structured organic reaction records. The task is: describe an organic reaction: reactants, conditions, products, and yield Reactants: [BH4-], CC(=O)[O-], CC(=O)[O-], CCO, [Cu+2], O=[N+]([O-])c1ccc(-c2cc3ccccn3c2)cc1, [Na+]. Yields the product Nc1ccc(-c2cc3ccccn3c2)cc1. RXN SMILES: [BH4-:19].[C:24]([O-:25])(=[O:26])[CH3:27].[C:29]([O-:30])(=[O:31])[CH3:32].[CH3:21][CH2:22][OH:23].[Cu+2:28].[N+:1]([O-:2])(=[O:3])[c:4]1[cH:5][cH:6][c:7](-[c:10]2[cH:11][c:12]3[cH:13][cH:14][cH:15][cH:16][n:17]3[cH:18]2)[cH:8][cH:9]1.[Na+:20]>>[NH2:1][c:4]1[cH:5][cH:6][c:7](-[c:10]2[cH:11][c:12]3[cH:13][cH:14][cH:15][cH:16][n:17]3[cH:18]2)[cH:8][cH:9]1. The reactants are CCN(C(C)C)C(C)C, COCCl, ClCCl, O=Cc1cccc(O)c1. Yields the product COCOc1cccc(C=O)c1. RXN SMILES: [CH2:10]([N:11]([CH:12]([CH3:13])[CH3:14])[CH:15]([CH3:16])[CH3:17])[CH3:18].[CH3:19][O:20][CH2:21][Cl:22].[Cl:23][CH2:24][Cl:25].[OH:1][c:2]1[cH:3][c:4]([CH:5]=[O:6])[cH:7][cH:8][cH:9]1>>[O:1]([c:2]1[cH:3][c:4]([CH:5]=[O:6])[cH:7][cH:8][cH:9]1)[CH2:21][O:20][CH3:19]. The reactants are C(O)([O-])=O.[Na+] (sodium hydrogen carbonate), NC1=C(SC(=C1)C1=CC=NC=C1)C(=O)N (3-amino-5-(pyridin-4-yl)thiophene-2-carboxamide), O1CC(CC1)=O (dihydro-3(2H)-furanone), O.C1(=CC=C(C=C1)S(=O)(=O)O)C (p-toluenesulfonic acid monohydrate). Solvent: C(C)(=O)O (acetic acid). Conditions: temperature 80 celsius, time 5 hour. Yields the product N1=CC=C(C=C1)C1=CC=2NC3(NC(C2S1)=O)COCC3 (6′-(pyridin-4-yl)-4,5-dihydro-1′H-spiro[furan-3,2′-thieno[3,2-d]pyrimidin]-4′(3′H)-one). Isolated yield 11.5%. RXN SMILES: [NH2:1][C:2]1[CH:6]=[C:5]([C:7]2[CH:12]=[CH:11][N:10]=[CH:9][CH:8]=2)[S:4][C:3]=1[C:13]([NH2:15])=[O:14].[O:16]1[CH2:20][CH2:19][C:18](=O)[CH2:17]1.O.C1(C)C=CC(S(O)(=O)=O)=CC=1.C(=O)([O-])O.[Na+]>C(O)(=O)C>[N:10]1[CH:9]=[CH:8][C:7]([C:5]2[S:4][C:3]3[C:13](=[O:14])[NH:15][C:18]4([CH2:19][CH2:20][O:16][CH2:17]4)[NH:1][C:2]=3[CH:6]=2)=[CH:12][CH:11]=1 |f:2.3,4.5|. Reported procedure: A mixture of 3-amino-5-(pyridin-4-yl)thiophene-2-carboxamide (0.108 g, 0.500 mmol), dihydro-3(2H)-furanone (0.215 g, 2.50 mmol), p-toluenesulfonic acid monohydrate (0.0095 g, 0.050 mmol) and acetic acid (3.0 mL) was stirred for 5 h at 80° C. in a sealed tube. The mixture was poured into sat. aqueous sodium hydrogen carbonate (100 mL). Extraction with ethyl acetate-tetrahydrofuran (2:1, 100 mL, 50 mL), drying over magnesium sulfate, filtration and concentration at reduced pressure gave an oil. Th... Starting materials: N1=CC(=CC=C1)CNC=1C=C2C=CC(=NC2=CC1)N (N6-Pyridin-3-ylmethyl-quinoline-2,6-diamine), C(C)(=O)O[BH-](OC(C)=O)OC(C)=O.[Na+] (Sodium triacetoxy borohydride), FC=1C=CC(=C(C=O)C1)OC (5-Fluoro-2-methoxybenzaldehyde), C(C)(=O)O (acetic acid). Run in ClCCl (dichloromethane). Conditions: temperature 40 celsius, time 3 hour. Yields the product FC=1C=CC(=C(CNC2=NC3=CC=C(C=C3C=C2)NCC=2C=NC=CC2)C1)OC (N2-(5-Fluoro-2-methoxy-benzyl)-N6-pyridin-3-ylmethyl-quinoline-2,6-diamine), gum. Isolated yield 7.0%. As a reaction SMILES: [N:1]1[CH:6]=[CH:5][CH:4]=[C:3]([CH2:7][NH:8][C:9]2[CH:10]=[C:11]3[C:16](=[CH:17][CH:18]=2)[N:15]=[C:14]([NH2:19])[CH:13]=[CH:12]3)[CH:2]=1.[F:20][C:21]1[CH:22]=[CH:23][C:24]([O:29][CH3:30])=[C:25]([CH:28]=1)[CH:26]=O.C(O)(=O)C.C(O[BH-](OC(=O)C)OC(=O)C)(=O)C.[Na+]>ClCCl>[F:20][C:21]1[CH:22]=[CH:23][C:24]([O:29][CH3:30])=[C:25]([CH:28]=1)[CH2:26][NH:19][C:14]1[CH:13]=[CH:12][C:11]2[C:16](=[CH:17][CH:18]=[C:9]([NH:8][CH2:7][C:3]3[CH:2]=[N:1][CH:6]=[CH:5][CH:4]=3)[CH:10]=2)[N:15]=1 |f:3.4|. Procedure: N6-Pyridin-3-ylmethyl-quinoline-2,6-diamine (150 mg, 0.6 mmol) was dissolved in 10 mL dichloromethane. 5-Fluoro-2-methoxybenzaldehyde (111 mg, 0.72 mmol) and acetic acid (72 mg, 1.2 mmol) were added. The reaction mixture was stirred at 40° C. for 3 h. Sodium triacetoxy borohydride (254 mg, 1.2 mmol) was added and stirring was continued at room temperature overnight. The reaction mixture was quenched by addition of 20 mL sat. sodiumbicarbonate solution. The mixture was extracted three times with ... Starting materials: BrC1=CC2=C(NC(CC3=C2N=C(N=C3)S(=O)C)=O)C=C1 (10-bromo-2-methanesulfinyl-5H,7H-benzo[b]pyrimido[4,5-d]azepin-6-one), CNC1=CC=CC=C1 (N-methyl aniline). Run in O (Water). Reaction conditions: temperature 150 celsius. Yields the product BrC1=CC2=C(NC(CC3=C2N=C(N=C3)N(C3=CC=CC=C3)C)=O)C=C1 (10-Bromo-2-(methyl-phenyl-amino)-5H 7H-benzo[b]pyrimido[4,5-d]azepin-6-one). Reaction SMILES: [Br:1][C:2]1[CH:20]=[CH:19][C:5]2[NH:6][C:7](=[O:18])[CH2:8][C:9]3[CH:14]=[N:13][C:12](S(C)=O)=[N:11][C:10]=3[C:4]=2[CH:3]=1.[CH3:21][NH:22][C:23]1[CH:28]=[CH:27][CH:26]=[CH:25][CH:24]=1>O>[Br:1][C:2]1[CH:20]=[CH:19][C:5]2[NH:6][C:7](=[O:18])[CH2:8][C:9]3[CH:14]=[N:13][C:12]([N:22]([CH3:21])[C:23]4[CH:28]=[CH:27][CH:26]=[CH:25][CH:24]=4)=[N:11][C:10]=3[C:4]=2[CH:3]=1. Procedure details: A mixture of 10-bromo-2-methanesulfinyl-5H,7H-benzo[b]pyrimido[4,5-d]azepin-6-one (100 mg) was stirred with N-methyl aniline (1 mL) and refluxed overnight at 150° C. Water was added and the product was extracted with methylene chloride, dried over MgSO4, filtered and concentrated. Purification by C-18 RP LC-MS chromatography afforded I-85 (10%): MS m/z=395 (M+H).